The task is: describe an organic reaction: reactants, conditions, products, and yield. This data is from the Open Reaction Database (ORD), a public repository of structured organic reaction records. Starting materials: CC(C)(C)Nc1ccc([N+](=O)[O-])c(CCO)c1F, Cl. The product is Nc1ccc([N+](=O)[O-])c(CCO)c1F. As a reaction SMILES: [C:1]([CH3:2])([CH3:3])([CH3:4])[NH:5][c:6]1[c:7]([F:18])[c:8]([CH2:15][CH2:16][OH:17])[c:9]([N+:12](=[O:13])[O-:14])[cH:10][cH:11]1.[ClH:19]>>[NH2:5][c:6]1[c:7]([F:18])[c:8]([CH2:15][CH2:16][OH:17])[c:9]([N+:12](=[O:13])[O-:14])[cH:10][cH:11]1.